This data is from the Open Reaction Database (ORD), a public repository of structured organic reaction records. The task is: describe an organic reaction: reactants, conditions, products, and yield The reactants are COC(=O)C1CCCN1C(=O)C(C)CC(=O)c1cccc(F)c1, Cl, [Na+], C1CCOC1, [OH-]. Product: CC(CC(=O)c1cccc(F)c1)C(=O)N1CCCC1C(=O)O. Reaction SMILES: [CH3:1][O:2][C:3]([CH:4]1[N:5]([C:9]([CH:10]([CH2:11][C:12]([c:13]2[cH:14][c:15]([F:19])[cH:16][cH:17][cH:18]2)=[O:20])[CH3:21])=[O:22])[CH2:6][CH2:7][CH2:8]1)=[O:23].[ClH:26].[Na+:25].[O:27]1[CH2:28][CH2:29][CH2:30][CH2:31]1.[OH-:24]>>[O:2]=[C:3]([CH:4]1[N:5]([C:9]([CH:10]([CH2:11][C:12]([c:13]2[cH:14][c:15]([F:19])[cH:16][cH:17][cH:18]2)=[O:20])[CH3:21])=[O:22])[CH2:6][CH2:7][CH2:8]1)[OH:23]. The reactants are N1(C=NC=C1)CCC1=CC=C(C=C1)NS(=O)(=O)C (N-[4-[2-(1H-imidazol-1-yl)ethyl]phenyl]methanesulfonamide), IC (iodomethane). Solvent: CO (methanol). The product is [I-].CN1C[NH+](C=C1)CCC1=CC=C(C=C1)NS(=O)(=O)C (3-Methyl-1-[2-[4-((methylsulfonyl)amino)phenyl]ethyl]- 1H-imidazolium iodide). Reaction SMILES: [N:1]1([CH2:6][CH2:7][C:8]2[CH:13]=[CH:12][C:11]([NH:14][S:15]([CH3:18])(=[O:17])=[O:16])=[CH:10][CH:9]=2)[CH:5]=[CH:4][N:3]=[CH:2]1.[I:19][CH3:20]>CO>[I-:19].[CH3:20][N:3]1[CH:4]=[CH:5][NH+:1]([CH2:6][CH2:7][C:8]2[CH:9]=[CH:10][C:11]([NH:14][S:15]([CH3:18])(=[O:17])=[O:16])=[CH:12][CH:13]=2)[CH2:2]1 |f:3.4|. Procedure details: Heat a mixture of 5 g (0.019 mole) of N-[4-[2-(1H-imidazol-1-yl)ethyl]phenyl]methanesulfonamide, 5 mL of iodomethane and 25 mL of methanol in a pressure tube at 75° C. for about 24 hours. Cool the mixture to room temperature and remove the solvents in vacuo. Slurry the residue in acetone (50 mL) and filter and wash with acetone (100 mL). Drying provides the title compound, which may be recrystallized from methanol.